This data is from the Open Reaction Database (ORD), a public repository of structured organic reaction records. The task is: describe an organic reaction: reactants, conditions, products, and yield The reactants are [S-2].[Na+].[Na+] (sodium sulfide), ClCC(=O)OC (methyl chloroacetate), [OH-].[Na+] (sodium hydroxide), C[O-].[Na+] (sodium methoxide), S(O)(O)(=O)=O (sulfuric acid), [S] (sulfur), ClC1=C(C=O)C=CC=C1 (2-chlorobenzaldehyde), S1C2=C(C=C1C(=O)OC)C=CC=C2 (methyl benzo[b]thiophene-2-carboxylate). The solvent is O (water), CN(C=O)C (dimethylformamide), O (water), C1(=CC=CC=C1)C (toluene). The product is S1C2=C(C=C1C(=O)O)C=CC=C2 (benzo[b]thiophene-2-carboxylic acid). Reaction SMILES: [S-2].[Na+].[Na+].[S].ClC1C=CC=CC=1C=O.ClCC(OC)=O.C[O-].[Na+].[S:23]1[C:27]([C:28]([O:30]C)=[O:29])=[CH:26][C:25]2[CH:32]=[CH:33][CH:34]=[CH:35][C:24]1=2.[OH-].[Na+].S(=O)(=O)(O)O>C1(C)C=CC=CC=1.O.CN(C)C=O>[S:23]1[C:27]([C:28]([OH:30])=[O:29])=[CH:26][C:25]2[CH:32]=[CH:33][CH:34]=[CH:35][C:24]1=2 |f:0.1.2,6.7,9.10,^3:3|. Reported procedure: Into a 200-ml four-necked flask equipped with a stirrer, a thermometer and a reflux condenser were fed 14.1 g (0.18 mole) of anhydrous sodium sulfide, 5.8 g (0.18 mole) of sulfur and 45 ml of dimethylformamide. The mixture was stirred at room temperature. Heat generation occurred and the mixture temperature increased to 45° C. After the completion of the heat generation, 21.1 g (0.15 mole) of 2-chlorobenzaldehyde was dropwise added in 10 minutes at 70°-75° C. with slight heating. The mixture was...